Dataset: the Open Reaction Database (ORD), a public repository of structured organic reaction records. Task: describe an organic reaction: reactants, conditions, products, and yield Starting materials: [Br-], C1CCOC1, C=C[Mg+], [Cl-], O=C(c1ccc(Cl)cc1)c1ccc(Cl)cc1, [NH4+]. The product is OC(c1ccc(Cl)cc1)(c1ccc(Cl)cc1)C1CO1. As a reaction SMILES: [Br-:19].[CH2:23]1[CH2:25][CH2:24][CH2:26][O:27]1.[CH:20]([Mg+:21])=[CH2:22].[Cl-:17].[Cl:1][c:2]1[cH:3][cH:4][c:5]([C:6](=[O:7])[c:8]2[cH:9][cH:10][c:11]([Cl:14])[cH:12][cH:13]2)[cH:15][cH:16]1.[NH4+:18]>>[Cl:1][c:2]1[cH:3][cH:4][c:5]([C:6]([OH:7])([c:8]2[cH:9][cH:10][c:11]([Cl:14])[cH:12][cH:13]2)[CH:23]2[CH2:26][O:27]2)[cH:15][cH:16]1. Starting materials: hydrochloride salt, N[C@@H](C(=O)OC1CCCCC1)C1=CC=CC=C1 ((R)-cyclohexyl 2-amino-2-phenylacetate), P(OC1=CC=CC2=CC=CC=C12)(=O)(Cl)Cl (naphthalen-1-yl phosphorodichloridate), TEA, C(Cl)Cl (DCM). The product is ClC1=C(C2=CC=CC=C2C=C1)OP(=O)=N[C@@H](C(=O)OC1CCCCC1)C1=CC=CC=C1 ((2R)-cyclohexyl 2-(chloro(naphthalen-1-yloxy)phosphorylamino)-2-phenylacetate). Procedure: Using the general procedure for synthesizing naphthyl (aminoacid ester) phosphorochloridates the hydrochloride salt of (R)-cyclohexyl 2-amino-2-phenylacetate (2.00 g, 7.41 mmol), naphthalen-1-yl phosphorodichloridate (1.94 g, 7.41 mmol) and TEA (2.06 mL, 14.83 mmol) were combined in 15 mL of dry DCM, to give (2R)-cyclohexyl 2-(chloro(naphthalen-1-yloxy)phosphorylamino)-2-phenylacetate in 60% yield (2.75 g), as a clear, yellow, thick oil. RXN SMILES: [NH2:1][C@H:2]([C:12]1[CH:17]=[CH:16][CH:15]=[CH:14][CH:13]=1)[C:3]([O:5][CH:6]1[CH2:11][CH2:10][CH2:9][CH2:8][CH2:7]1)=[O:4].[P:18](Cl)(Cl)(=[O:30])[O:19][C:20]1[C:29]2[C:24](=[CH:25][CH:26]=[CH:27][CH:28]=2)[CH:23]=[CH:22][CH:21]=1.C(Cl)[Cl:34]>>[Cl:34][C:21]1[CH:22]=[CH:23][C:24]2[C:29](=[CH:28][CH:27]=[CH:26][CH:25]=2)[C:20]=1[O:19][P:18](=[N:1][C@H:2]([C:12]1[CH:17]=[CH:16][CH:15]=[CH:14][CH:13]=1)[C:3]([O:5][CH:6]1[CH2:7][CH2:8][CH2:9][CH2:10][CH2:11]1)=[O:4])=[O:30]. Isolated yield 60.0%. Starting materials: C1CCOC1, C[Si](C)(C)[O-], CC1(C)OCc2cc(C3CN(CCCCCCOCCOCc4cccc(NC(=O)NC5CCCCC5)c4)C(=O)O3)ccc2O1, [K+], O=P([O-])([O-])[O-]. The product is CC1(C)OCc2cc(C(O)CNCCCCCCOCCOCc3cccc(NC(=O)NC4CCCCC4)c3)ccc2O1. RXN SMILES: [CH2:57]1[O:58][CH2:59][CH2:60][CH2:61]1.[CH3:1][Si:2]([CH3:3])([CH3:4])[O-:5].[CH:7]1([NH:13][C:14](=[O:15])[NH:16][c:17]2[cH:18][c:19]([CH2:23][O:24][CH2:25][CH2:26][O:27][CH2:28][CH2:29][CH2:30][CH2:31][CH2:32][CH2:33][N:34]3[C:35](=[O:51])[O:36][CH:37]([c:39]4[cH:40][c:41]5[c:42]([cH:49][cH:50]4)[O:43][C:44]([CH3:47])([CH3:48])[O:45][CH2:46]5)[CH2:38]3)[cH:20][cH:21][cH:22]2)[CH2:8][CH2:9][CH2:10][CH2:11][CH2:12]1.[K+:6].[O-:52][P:53](=[O:54])([O-:55])[O-:56]>>[CH:7]1([NH:13][C:14](=[O:15])[NH:16][c:17]2[cH:18][c:19]([CH2:23][O:24][CH2:25][CH2:26][O:27][CH2:28][CH2:29][CH2:30][CH2:31][CH2:32][CH2:33][NH:34][CH2:38][CH:37]([OH:36])[c:39]3[cH:40][c:41]4[c:42]([cH:49][cH:50]3)[O:43][C:44]([CH3:47])([CH3:48])[O:45][CH2:46]4)[cH:20][cH:21][cH:22]2)[CH2:8][CH2:9][CH2:10][CH2:11][CH2:12]1. Reactants: COC1=C2CC(CC2=C(C(=C1OC)OC)OC)CCCOC1=CC=C(C(=O)O)C=C1 (4-[3-(4,5,6,7-tetramethoxyindan-2-yl)propoxy]benzoic acid), N1(CCCCC1)C1CCNCC1 (4-piperidinopiperidine), Cl.C(C)N=C=NCCCN(C)C (1-ethyl-3-(3-dimethylaminopropyl)carbodiimide hydrochloride), O.ON1N=NC2=C1C=CC=C2 (1-hydroxybenzotriazole monohydrate). Run in O (water), C1CCOC1 (THF), C(C)N(CC)CC (triethylamine). Run at time 12 hour. Product: Cl.COC1=C2CC(CC2=C(C(=C1OC)OC)OC)CCCOC1=CC=C(C=C1)C(=O)N1CCC(CC1)N1CCCCC1 (4,5,6,7-Tetramethoxy-2-[3-[4-[(4-piperidinopiperidino)carbonyl]phenoxy]propyl]indan hydrochloride). Yield: 98.4%. RXN SMILES: [CH3:1][O:2][C:3]1[C:11]([O:12][CH3:13])=[C:10]([O:14][CH3:15])[C:9]([O:16][CH3:17])=[C:8]2[C:4]=1[CH2:5][CH:6]([CH2:18][CH2:19][CH2:20][O:21][C:22]1[CH:30]=[CH:29][C:25]([C:26]([OH:28])=O)=[CH:24][CH:23]=1)[CH2:7]2.[N:31]1([CH:37]2[CH2:42][CH2:41][NH:40][CH2:39][CH2:38]2)[CH2:36][CH2:35][CH2:34][CH2:33][CH2:32]1.[ClH:43].C(N=C=NCCCN(C)C)C.O.ON1C2C=CC=CC=2N=N1>C1COCC1.O.C(N(CC)CC)C>[ClH:43].[CH3:17][O:16][C:9]1[C:10]([O:14][CH3:15])=[C:11]([O:12][CH3:13])[C:3]([O:2][CH3:1])=[C:4]2[C:8]=1[CH2:7][CH:6]([CH2:18][CH2:19][CH2:20][O:21][C:22]1[CH:30]=[CH:29][C:25]([C:26]([N:40]3[CH2:41][CH2:42][CH:37]([N:31]4[CH2:36][CH2:35][CH2:34][CH2:33][CH2:32]4)[CH2:38][CH2:39]3)=[O:28])=[CH:24][CH:23]=1)[CH2:5]2 |f:2.3,4.5,9.10|. Reported procedure: The mixture of 4-[3-(4,5,6,7-tetramethoxyindan-2-yl)propoxy]benzoic acid (2.00 g), 4-piperidinopiperidine (1.62 g), 1-ethyl-3-(3-dimethylaminopropyl)carbodiimide hydrochloride (1.84 g), 1-hydroxybenzotriazole monohydrate (1.47 g), and triethylamine (2.01 ml) in THF (40 ml) was stirred at room temperature for 12 hr. The reaction mixture was diluted with water and extracted with ethyl acetate. The organic layer was washed with water and saturated aqueous sodium chloride and dried. The solvent was ... The reactants are CC(C)O, NC1CC1, Cc1ccc(NC(=O)c2ccccc2)cc1Nc1nccn1-c1cc(Cl)ncn1. Yields the product Cc1ccc(NC(=O)c2ccccc2)cc1Nc1nccn1-c1cc(NC2CC2)ncn1. RXN SMILES: [CH3:34][CH:35]([OH:36])[CH3:37].[CH:30]1([NH2:33])[CH2:31][CH2:32]1.[Cl:1][c:2]1[cH:3][c:4](-[n:8]2[c:9]([NH:13][c:14]3[cH:15][c:16]([NH:21][C:22]([c:23]4[cH:24][cH:25][cH:26][cH:27][cH:28]4)=[O:29])[cH:17][cH:18][c:19]3[CH3:20])[n:10][cH:11][cH:12]2)[n:5][cH:6][n:7]1>>[c:2]1([NH:33][CH:30]2[CH2:31][CH2:32]2)[cH:3][c:4](-[n:8]2[c:9]([NH:13][c:14]3[cH:15][c:16]([NH:21][C:22]([c:23]4[cH:24][cH:25][cH:26][cH:27][cH:28]4)=[O:29])[cH:17][cH:18][c:19]3[CH3:20])[n:10][cH:11][cH:12]2)[n:5][cH:6][n:7]1. Reactants: CC=1NC(=C(C(C1C(=O)OC)C1=C(C=CC=C1)[N+](=O)[O-])C(=O)OC)C(OC)OC (dimethyl 2-methyl-4-(2-nitrophenyl)-6-dimethoxymethyl-1,4-dihydropyridine-3,5-dicarboxylate), C([O-])(O)=O.[Na+] (sodium bicarbonate). Solvent: CC(=O)C (acetone), CC(=O)C (acetone), Cl (hydrochloric acid). Run at temperature 25 celsius, time 3 hour. Product: CC=1NC(=C(C(C1C(=O)OC)C1=C(C=CC=C1)[N+](=O)[O-])C(=O)OC)C=O (dimethyl 2-methyl-4-(2-nitrophenyl)-6-formyl-1,4-dihydropyridine-3,5-dicarboxylate). Isolated yield 98.5%. RXN SMILES: [CH3:1][C:2]1[NH:3][C:4]([CH:25](OC)[O:26]C)=[C:5]([C:21]([O:23][CH3:24])=[O:22])[CH:6]([C:12]2[CH:17]=[CH:16][CH:15]=[CH:14][C:13]=2[N+:18]([O-:20])=[O:19])[C:7]=1[C:8]([O:10][CH3:11])=[O:9].C(=O)(O)[O-].[Na+]>CC(C)=O.Cl>[CH3:1][C:2]1[NH:3][C:4]([CH:25]=[O:26])=[C:5]([C:21]([O:23][CH3:24])=[O:22])[CH:6]([C:12]2[CH:17]=[CH:16][CH:15]=[CH:14][C:13]=2[N+:18]([O-:20])=[O:19])[C:7]=1[C:8]([O:10][CH3:11])=[O:9] |f:1.2|. Reported procedure: A mixture of a solution of dimethyl 2-methyl-4-(2-nitrophenyl)-6-dimethoxymethyl-1,4-dihydropyridine-3,5-dicarboxylate (10.68 g) in acetone (110 ml) and 6 N hydrochloric acid (10 ml) was stirred at 25° C. for 3 hours, which was neutralized with an aqueous sodium bicarbonate solution and acetone was distilled off under reduced pressure. The resultant reddish yellow oily precipitates were solidified, which were cracked finely, collected by filtration, washed with water and air dried over-night to ... Starting materials: ClC(=O)OC (methyl chloroformate), [Na] (sodium), [N+](=O)([O-])C(C(=O)OC)=C1SCCCN1 (methyl nitro(tetrahydro-2H-1,3-thiazin-2-ylidene)acetate), 3A. Run in C1CCOC1 (THF), C1CCOC1 (THF). Reaction conditions: time 8 hour. Product: COC(C([N+](=O)[O-])=C1SCCCN1C(=O)OC)=O (Methyl 5,6-dihydro-2-(2-methoxy-1-nitro-2-oxoethylidene)-2H-1,3-thiazine-3(4H)-carboxylate). As a reaction SMILES: Cl[C:2]([O:4][CH3:5])=[O:3].[Na].[N+:7]([C:10](=[C:15]1[NH:20][CH2:19][CH2:18][CH2:17][S:16]1)[C:11]([O:13][CH3:14])=[O:12])([O-:9])=[O:8]>C1COCC1>[CH3:14][O:13][C:11](=[O:12])[C:10](=[C:15]1[N:20]([C:2]([O:4][CH3:5])=[O:3])[CH2:19][CH2:18][CH2:17][S:16]1)[N+:7]([O-:9])=[O:8] |^1:5|. Procedure details: At 0° a solution of 16.0 g of methyl chloroformate in THF was added dropwise to a solution of the sodium derivative of 32.7 g of methyl nitro(tetrahydro-2H-1,3-thiazin-2-ylidene)acetate (3A; Example 2, Ser. No. 554,371) in THF. The stirred solution was then allowed to warm to room temperature and stirred overnight. The solvent was evaporated under reduced pressure and the residue was poured into ether. The ether phase was washed with water, dried (MgSO4) and the solvent evaporated under reduced ...